Task: describe an organic reaction: reactants, conditions, products, and yield. Dataset: the Open Reaction Database (ORD), a public repository of structured organic reaction records Starting materials: FC=1C=C(CNC2CCN(CC2)CCN2C(C=NC3=CC=C(C=C23)F)=O)C=CC1C (1-(2-(4-((3-fluoro-4-methylbenzyl)amino)piperidin-1-yl)ethyl)-7-fluoroquinoxalin-2(1H)-one), Cl.C(C)(=O)OCC (hydrogen chloride ethyl acetate). Solvent: C(Cl)(Cl)Cl (chloroform). Conditions: time 10 minute. Product: Cl.FC=1C=C(CNC2CCN(CC2)CCN2C(C=NC3=CC=C(C=C23)F)=O)C=CC1C (1-(2-(4-((3-fluoro-4-methylbenzyl)amino)piperidin-1-yl)ethyl)-7-fluoroquinoxalin-2(1H)-one hydrochloride). RXN SMILES: [F:1][C:2]1[CH:3]=[C:4]([CH:27]=[CH:28][C:29]=1[CH3:30])[CH2:5][NH:6][CH:7]1[CH2:12][CH2:11][N:10]([CH2:13][CH2:14][N:15]2[C:24]3[C:19](=[CH:20][CH:21]=[C:22]([F:25])[CH:23]=3)[N:18]=[CH:17][C:16]2=[O:26])[CH2:9][CH2:8]1.[ClH:31].C(OCC)(=O)C>C(Cl)(Cl)Cl>[ClH:31].[F:1][C:2]1[CH:3]=[C:4]([CH:27]=[CH:28][C:29]=1[CH3:30])[CH2:5][NH:6][CH:7]1[CH2:12][CH2:11][N:10]([CH2:13][CH2:14][N:15]2[C:24]3[C:19](=[CH:20][CH:21]=[C:22]([F:25])[CH:23]=3)[N:18]=[CH:17][C:16]2=[O:26])[CH2:9][CH2:8]1 |f:1.2,4.5|. Procedure details: To 10 mL of a chloroform solution containing 375 mg of 1-(2-(4-((3-fluoro-4-methylbenzyl)amino)piperidin-1-yl)ethyl)-7-fluoroquinoxalin-2(1H)-one, 1 mL of 4 mol/L hydrogen chloride/ethyl acetate was added, and stirred at room temperature for 10 min. The solvent was removed under reduced pressure, ethyl acetate was added, and the resulting solid was filtered to give 373 mg of 1-(2-(4-((3-fluoro-4-methylbenzyl)amino)piperidin-1-yl)ethyl)-7-fluoroquinoxalin-2(1H)-one hydrochloride as a pale brown s...